From a dataset of the Open Reaction Database (ORD), a public repository of structured organic reaction records. describe an organic reaction: reactants, conditions, products, and yield Starting materials: BrC1=C(C=NN(C1=O)CC(=O)NCC1=CC=NC=C1)N[C@H]1[C@@H]([C@@H]2C([C@H](C1)C2)(C)C)C (2-{5-Bromo-6-oxo-4-[(1R,2R,3R,5S)-2,6,6-trimethylbicyclo[3.1.1]hept-3-ylamino]pyridazin-1(6H)-yl}-N-(pyridin-4-ylmethyl)acetamide), C1(CC1)B(O)O (cyclopropylboronic acid), C([O-])([O-])=O.[K+].[K+] (potassium carbonate). Reagents/catalysts: C1=CC=C(C=C1)P([C-]2C=CC=C2)C3=CC=CC=C3.C1=CC=C(C=C1)P([C-]2C=CC=C2)C3=CC=CC=C3.Cl[Pd]Cl.[Fe+2] ([1,1′-bis(diphenylphosphino)ferrocene]dichloropalladium). The solvent is O1CCOCC1.O (1,4-dioxane water). The product is C1(CC1)C1=C(C=NN(C1=O)CC(=O)NCC1=CC=NC=C1)N[C@H]1[C@@H]([C@@H]2C([C@H](C1)C2)(C)C)C (2-{5-Cyclopropyl-6-oxo-4-[(1R,2R,3R,5S)-2,6,6-trimethylbicyclo[3.1.1]hept-3-ylamino]pyridazin-1(6H)-yl}-N-(pyridin-4-ylmethyl)acetamide). Yield: 73.6%. As a reaction SMILES: Br[C:2]1[C:7](=[O:8])[N:6]([CH2:9][C:10]([NH:12][CH2:13][C:14]2[CH:19]=[CH:18][N:17]=[CH:16][CH:15]=2)=[O:11])[N:5]=[CH:4][C:3]=1[NH:20][C@@H:21]1[CH2:26][C@@H:25]2[CH2:27][C@@H:23]([C:24]2([CH3:29])[CH3:28])[C@H:22]1[CH3:30].[CH:31]1(B(O)O)[CH2:33][CH2:32]1.C(=O)([O-])[O-].[K+].[K+]>O1CCOCC1.O.C1C=CC(P(C2C=CC=CC=2)[C-]2C=CC=C2)=CC=1.C1C=CC(P(C2C=CC=CC=2)[C-]2C=CC=C2)=CC=1.Cl[Pd]Cl.[Fe+2]>[CH:31]1([C:2]2[C:7](=[O:8])[N:6]([CH2:9][C:10]([NH:12][CH2:13][C:14]3[CH:19]=[CH:18][N:17]=[CH:16][CH:15]=3)=[O:11])[N:5]=[CH:4][C:3]=2[NH:20][C@@H:21]2[CH2:26][C@@H:25]3[CH2:27][C@@H:23]([C:24]3([CH3:29])[CH3:28])[C@H:22]2[CH3:30])[CH2:33][CH2:32]1 |f:2.3.4,5.6,7.8.9.10|. Procedure: 2-{5-Bromo-6-oxo-4-[(1R,2R,3R,5S)-2,6,6-trimethylbicyclo[3.1.1]hept-3-ylamino]pyridazin-1(6H)-yl}-N-(pyridin-4-ylmethyl)acetamide (62 mg, 0.131 mmol), cyclopropylboronic acid (45 mg, 0.524 mmol), [1,1′-bis(diphenylphosphino)ferrocene]dichloropalladium (II) (13 mg, 0.013 mmol) and potassium carbonate (72 mg, 0.524 mmol) in 1,4-dioxane-water (9/1, 0.7 mL) were stirred in a nitrogen stream at 100° C. for 6 hours. After cooling the reaction solution was concentrated, and the resulting residue was pu... Reactants: O=C1CCN(CC1)C(=O)OCC1=CC=CC=C1 (benzyl 4-oxopiperidine-1-carboxylate), ice water, C(C)(=O)OCC (Ethyl acetate), [Cl-].[NH4+] (ammonium chloride), solution, C(C)(C)[N-]C(C)C.[Li+] (lithium diisopropylamide), C(C)(=O)OCC (ethyl acetate). Run in C(C)OCC (diethyl ether), C(C)OCC (diethyl ether). Run at time 30 minute. The product is C(C)OC(=O)CC1(CCN(CC1)C(=O)OCC1=CC=CC=C1)O (Benzyl 4-ethoxycarbonylmethyl-4-hydroxypiperidine-1-carboxylate). Isolated yield 75.0%. Reaction SMILES: [C:1]([O:4][CH2:5][CH3:6])(=[O:3])[CH3:2].C([N-]C(C)C)(C)C.[Li+].[O:15]=[C:16]1[CH2:21][CH2:20][N:19]([C:22]([O:24][CH2:25][C:26]2[CH:31]=[CH:30][CH:29]=[CH:28][CH:27]=2)=[O:23])[CH2:18][CH2:17]1.[Cl-].[NH4+]>C(OCC)C>[CH2:5]([O:4][C:1]([CH2:2][C:16]1([OH:15])[CH2:17][CH2:18][N:19]([C:22]([O:24][CH2:25][C:26]2[CH:31]=[CH:30][CH:29]=[CH:28][CH:27]=2)=[O:23])[CH2:20][CH2:21]1)=[O:3])[CH3:6] |f:1.2,4.5|. Reported procedure: To a solution of 5.00 g (56.75 mmol) of ethyl acetate in 140 mL of diethyl ether are added slowly, at −78° C. under argon, 28.38 mL (56.75 mmol) of a solution of lithium diisopropylamide (2N). After stirring for 30 minutes, 12.57 g (53.91 mmol) of benzyl 4-oxopiperidine-1-carboxylate dissolved in 140 mL of diethyl ether are added dropwise, at −78° C. under argon. The reaction medium is then stirred at room temperature for 2 hours. Ethyl acetate is added and the medium is cooled in a bath of ice/... Starting materials: [BH4-], CC(=O)OCC1OC(n2cc(C(=O)c3cc4ccccc4s3)c3ccccc32)C(OC(C)=O)C(OC(C)=O)C1OC(C)=O, CCO, [Na+], C1CCOC1. Yields the product CC(=O)OCC1OC(n2cc(Cc3cc4ccccc4s3)c3ccccc32)C(OC(C)=O)C(OC(C)=O)C1OC(C)=O. RXN SMILES: [BH4-:44].[C:1]([CH3:2])(=[O:3])[O:4][CH:5]1[CH:6]([n:24]2[cH:25][c:26]([C:33](=[O:34])[c:35]3[cH:36][c:37]4[c:38]([s:39]3)[cH:40][cH:41][cH:42][cH:43]4)[c:27]3[cH:28][cH:29][cH:30][cH:31][c:32]23)[O:7][CH:8]([CH2:19][O:20][C:21]([CH3:22])=[O:23])[CH:9]([O:15][C:16]([CH3:17])=[O:18])[CH:10]1[O:11][C:12]([CH3:13])=[O:14].[CH3:51][CH2:52][OH:53].[Na+:45].[O:46]1[CH2:47][CH2:48][CH2:49][CH2:50]1>>[C:1]([CH3:2])(=[O:3])[O:4][CH:5]1[CH:6]([n:24]2[cH:25][c:26]([CH2:33][c:35]3[cH:36][c:37]4[c:38]([s:39]3)[cH:40][cH:41][cH:42][cH:43]4)[c:27]3[cH:28][cH:29][cH:30][cH:31][c:32]23)[O:7][CH:8]([CH2:19][O:20][C:21]([CH3:22])=[O:23])[CH:9]([O:15][C:16]([CH3:17])=[O:18])[CH:10]1[O:11][C:12]([CH3:13])=[O:14]. Starting materials: O=C([O-])[O-], OC(Cc1ccccc1Cl)(Cn1ncnc1S)C1(Cl)CC1, O=C(Cl)c1ccc(Cl)cc1, [K+], [K+], C1CCOC1. The product is O=C(Sc1ncnn1CC(O)(Cc1ccccc1Cl)C1(Cl)CC1)c1ccc(Cl)cc1. RXN SMILES: [C:32](=[O:33])([O-:34])[O-:35].[Cl:11][C:12]1([C:15]([CH2:16][c:17]2[c:18]([Cl:23])[cH:19][cH:20][cH:21][cH:22]2)([CH2:24][n:25]2[n:26][cH:27][n:28][c:29]2[SH:30])[OH:31])[CH2:13][CH2:14]1.[Cl:1][c:2]1[cH:3][cH:4][c:5]([C:6](=[O:7])[Cl:8])[cH:9][cH:10]1.[K+:36].[K+:37].[O:38]1[CH2:39][CH2:40][CH2:41][CH2:42]1>>[Cl:1][c:2]1[cH:3][cH:4][c:5]([C:6](=[O:7])[S:30][c:29]2[n:25]([CH2:24][C:15]([C:12]3([Cl:11])[CH2:13][CH2:14]3)([CH2:16][c:17]3[c:18]([Cl:23])[cH:19][cH:20][cH:21][cH:22]3)[OH:31])[n:26][cH:27][n:28]2)[cH:9][cH:10]1.